This data is from the Open Reaction Database (ORD), a public repository of structured organic reaction records. The task is: describe an organic reaction: reactants, conditions, products, and yield The product is ClC1=C(C=CC=C1Cl)N1CCN(CC1)CCCCOC1=CC=C2CCC(N(C2=C1)C(=O)OC(C)OC(CCC)=O)=O (1-(butyryloxy)ethyl 7-(4-(4-(2,3-dichlorophenyl)piperazin-1-yl)butoxy)-2-oxo-3,4-dihydroquinoline-1(2H)-carboxylate). The solvent is C(C)OCC (diethyl ether). Reaction SMILES: [Cl:1][C:2]1[C:7]([Cl:8])=[CH:6][CH:5]=[CH:4][C:3]=1[N:9]1[CH2:14][CH2:13][N:12]([CH2:15][CH2:16][CH2:17][CH2:18][O:19][C:20]2[CH:29]=[C:28]3[C:23]([CH2:24][CH2:25][C:26](=[O:36])[N:27]3[C:30]([O:32][CH:33](Cl)[CH3:34])=[O:31])=[CH:22][CH:21]=2)[CH2:11][CH2:10]1.[C:37]([OH:42])(=[O:41])[CH2:38][CH2:39][CH3:40].C(N(C(C)C)C(C)C)C>C(OCC)C>[Cl:1][C:2]1[C:7]([Cl:8])=[CH:6][CH:5]=[CH:4][C:3]=1[N:9]1[CH2:10][CH2:11][N:12]([CH2:15][CH2:16][CH2:17][CH2:18][O:19][C:20]2[CH:29]=[C:28]3[C:23]([CH2:24][CH2:25][C:26](=[O:36])[N:27]3[C:30]([O:32][CH:33]([O:41][C:37](=[O:42])[CH2:38][CH2:39][CH3:40])[CH3:34])=[O:31])=[CH:22][CH:21]=2)[CH2:13][CH2:14]1. Procedure details: 1-chloroethyl 7-(4-(4-(2,3-dichlorophenyl)piperazin-1-yl)butoxy)-2-oxo-3,4-dihydroquinoline-1(2H)-carboxylate (2.0 g, 3.60 mmol) was stirred with butyric acid (1.0 mL, 10.81 mmol) and ethyldiisopropylamine (0.94 mL, 5.41 mmol) at 50° C. for 48 hours. The reaction was diluted with diethyl ether (20 mL) and quenched with aqueous saturated NaHCO3 (40 mL). The reaction was extracted with ethyl acetate (2×50 mL) and the combined organics were washed with water (50 mL), brine (50 mL) then dried (MgSO4... Starting materials: ClC1=C(C=CC=C1Cl)N1CCN(CC1)CCCCOC1=CC=C2CCC(N(C2=C1)C(=O)OC(C)Cl)=O (1-chloroethyl 7-(4-(4-(2,3-dichlorophenyl)piperazin-1-yl)butoxy)-2-oxo-3,4-dihydroquinoline-1(2H)-carboxylate), C(CCC)(=O)O (butyric acid), C(C)N(C(C)C)C(C)C (ethyldiisopropylamine). Starting materials: CC1CO1, [Na+], [OH-], O, O=C(O)CNCP(=O)(O)O. Product: CC(O)CN(CC(=O)O)CP(=O)(O)O. As a reaction SMILES: [CH2:13]1[CH:14]([CH3:15])[O:16]1.[Na+:12].[OH-:11].[OH2:17].[P:1](=[O:2])([OH:3])([OH:4])[CH2:5][NH:6][CH2:7][C:8](=[O:9])[OH:10]>>[P:1](=[O:2])([OH:3])([OH:4])[CH2:5][N:6]([CH2:7][C:8](=[O:9])[OH:10])[CH2:13][CH:14]([CH3:15])[OH:16]. RXN SMILES: [C:14]([OH:15])(=[O:16])[CH3:17].[C:18]([O:19][BH-:20]([O:21][C:22](=[O:23])[CH3:24])[O:25][C:26](=[O:27])[CH3:28])(=[O:29])[CH3:30].[CH:1](=[O:2])[c:3]1[cH:4][cH:5][cH:6][cH:7][cH:8]1.[CH:9]1([CH2:12][NH2:13])[CH2:10][CH2:11]1.[Cl:32][CH2:33][CH2:34][Cl:35].[Na+:31]>>[CH2:1]([c:3]1[cH:4][cH:5][cH:6][cH:7][cH:8]1)[NH:13][CH2:12][CH:9]1[CH2:10][CH2:11]1. Reactants: CC(=O)O, CC(=O)O[BH-](OC(C)=O)OC(C)=O, O=Cc1ccccc1, NCC1CC1, ClCCCl, [Na+]. Yields the product c1ccc(CNCC2CC2)cc1. Starting materials: CO, CC(C)O, O=C(Nc1c(F)cccc1F)c1cccc(-c2nc3ccccn3c2-c2ccnc(Cl)n2)c1, Cl, COc1cc(N2CCC(N3CCN(CCF)CC3)CC2)c(OC)cc1N, N. Yields the product COc1cc(N2CCC(N3CCN(CCF)CC3)CC2)c(OC)cc1Nc1nccc(-c2c(-c3cccc(C(=O)Nc4c(F)cccc4F)c3)nc3ccccn23)n1. As a reaction SMILES: [CH3:66][OH:67].[CH:62]([OH:63])([CH3:64])[CH3:65].[Cl:1][c:2]1[n:3][cH:4][cH:5][c:6](-[c:8]2[c:9](-[c:17]3[cH:18][c:19]([C:20](=[O:21])[NH:22][c:23]4[c:24]([F:30])[cH:25][cH:26][cH:27][c:28]4[F:29])[cH:31][cH:32][cH:33]3)[n:10][c:11]3[n:12]2[cH:13][cH:14][cH:15][cH:16]3)[n:7]1.[ClH:60].[F:34][CH2:35][CH2:36][N:37]1[CH2:38][CH2:39][N:40]([CH:43]2[CH2:44][CH2:45][N:46]([c:49]3[cH:50][c:51]([O:58][CH3:59])[c:52]([NH2:53])[cH:54][c:55]3[O:56][CH3:57])[CH2:47][CH2:48]2)[CH2:41][CH2:42]1.[NH3:61]>>[c:2]1([NH:53][c:52]2[c:51]([O:58][CH3:59])[cH:50][c:49]([N:46]3[CH2:45][CH2:44][CH:43]([N:40]4[CH2:39][CH2:38][N:37]([CH2:36][CH2:35][F:34])[CH2:42][CH2:41]4)[CH2:48][CH2:47]3)[c:55]([O:56][CH3:57])[cH:54]2)[n:3][cH:4][cH:5][c:6](-[c:8]2[c:9](-[c:17]3[cH:18][c:19]([C:20](=[O:21])[NH:22][c:23]4[c:24]([F:30])[cH:25][cH:26][cH:27][c:28]4[F:29])[cH:31][cH:32][cH:33]3)[n:10][c:11]3[n:12]2[cH:13][cH:14][cH:15][cH:16]3)[n:7]1. Starting materials: COc1cc2c(cn1)N(C(=O)OC(C)(C)C)CC2, ClC(Cl)Cl, [Na+], [OH-], O, O=C(O)C(F)(F)F. Yields the product COc1cc2c(cn1)NCC2. Reaction SMILES: [CH3:1][O:2][c:3]1[cH:4][c:5]2[c:6]([cH:7][n:8]1)[N:9]([C:12]([O:13][C:14]([CH3:15])([CH3:16])[CH3:17])=[O:18])[CH2:10][CH2:11]2.[CH:29]([Cl:30])([Cl:31])[Cl:32].[Na+:28].[OH-:27].[OH2:26].[OH:19][C:20]([C:21]([F:22])([F:23])[F:24])=[O:25]>>[CH3:1][O:2][c:3]1[cH:4][c:5]2[c:6]([cH:7][n:8]1)[NH:9][CH2:10][CH2:11]2. The solvent is CO (methanol). The yield is 90.0%. Procedure: A solution of 3 g (7.95 mmol) of methyl (3aRS,4SR,7aRS)-2-benzyl-4-methyl-7-oxo-4-phenyloctahydroisoindole-3a-carboxylate and of 1.55 cm3 (31.8 mmol) of hydrazine hydrate in 30 cm3 of methanol was brought to reflux for two hours. After concentrating the methanol under reduced pressure, the residue was taken up in dichloromethane, washed with three times 30 cm3 of distilled water, dried over magnesium sulphate and concentrated under reduced pressure. 2.8 g (89%) of methyl (3aRS,4SR,7aRS)-2-benzyl... The reactants are C(C1=CC=CC=C1)N1CC2C(CCC(C2(C1)C(=O)OC)(C1=CC=CC=C1)C)=O (methyl (3aRS,4SR,7aRS)-2-benzyl-4-methyl-7-oxo-4-phenyloctahydroisoindole-3a-carboxylate), O.NN (hydrazine hydrate). RXN SMILES: [CH2:1]([N:8]1[CH2:16][C:15]2([C:17]([O:19][CH3:20])=[O:18])[CH:10]([C:11](=O)[CH2:12][CH2:13][C:14]2([CH3:27])[C:21]2[CH:26]=[CH:25][CH:24]=[CH:23][CH:22]=2)[CH2:9]1)[C:2]1[CH:7]=[CH:6][CH:5]=[CH:4][CH:3]=1.O.[NH2:30][NH2:31]>CO>[CH2:1]([N:8]1[CH2:16][C:15]2([C:17]([O:19][CH3:20])=[O:18])[CH:10]([C:11](=[N:30][NH2:31])[CH2:12][CH2:13][C:14]2([CH3:27])[C:21]2[CH:26]=[CH:25][CH:24]=[CH:23][CH:22]=2)[CH2:9]1)[C:2]1[CH:7]=[CH:6][CH:5]=[CH:4][CH:3]=1 |f:1.2|. Yields the product C(C1=CC=CC=C1)N1CC2C(CCC(C2(C1)C(=O)OC)(C1=CC=CC=C1)C)=NN (methyl (3aRS,4SR,7aRS)-2-benzyl-7-hydrazono-4-methyl-4-phenyloctahydroisoindole-3a-carboxylate).